The task is: describe an organic reaction: reactants, conditions, products, and yield. This data is from the Open Reaction Database (ORD), a public repository of structured organic reaction records. The reactants are C12(CC3CC(CC(C1)C3)C2)C=C(C#N)C2=CC=CC=C2 (3-(1-adamantyl)-2-phenylpropenenitrile). The yield is 91.2%. Reagents/catalysts: [Pd] (Pd/C). The solvent is CCOC(=O)C (EtOAc). Reported procedure: A solution of 3-(1-adamantyl)-2-phenylpropenenitrile (600 mg, 2.28 mmol) in EtOAc (30 mL) was treated with 10% Pd/C (70 mg), hydrogenated at 50 psi for 16 h, filtered through SiO2 and concentrated in vacuo. The residue was purified by chromatography [SiO2, EtOAc-heptane (1:1)] and the resulting solid recrystallised (heptane) to give the product (552 mg, 91%) as a white crystalline solid: mp 83-84° C; IR νmax (Nujol)/cm−1 2912, 2852, 2239, 1497, 1453, 1377, 1355, 1346, 1105, 749, 713 and 696; NMR... Product: C12(CC3CC(CC(C1)C3)C2)CC(C#N)C2=CC=CC=C2 (3-(1-Adamantyl)-2-phenylpropanenitrile). RXN SMILES: [C:1]12([CH:11]=[C:12]([C:15]3[CH:20]=[CH:19][CH:18]=[CH:17][CH:16]=3)[C:13]#[N:14])[CH2:10][CH:5]3[CH2:6][CH:7]([CH2:9][CH:3]([CH2:4]3)[CH2:2]1)[CH2:8]2>CCOC(C)=O.[Pd]>[C:1]12([CH2:11][CH:12]([C:15]3[CH:16]=[CH:17][CH:18]=[CH:19][CH:20]=3)[C:13]#[N:14])[CH2:10][CH:5]3[CH2:6][CH:7]([CH2:9][CH:3]([CH2:4]3)[CH2:2]1)[CH2:8]2.